Dataset: the Open Reaction Database (ORD), a public repository of structured organic reaction records. Task: describe an organic reaction: reactants, conditions, products, and yield The reactants are S1C2=C(C=C1)C(=CC=C2)N2CCN(CC2)CCCCOC2=CC=C1C=CC(NC1=C2)=O (7-[4-(4-Benzo[b]thiophen-4-ylpiperazin-1-yl)butoxy]-1H-quinolin-2-one), O (Water), C1CCOC1 (THF), [H-].[Na+] (sodium hydride), C(OC1=C(C=C(C=C1)[N+](=O)[O-])CCl)([O-])=O (chloromethyl-4-nitrophenyl carbonate), C1CCOC1 (THF). Reaction conditions: temperature -70 celsius, time 3 hour. Yields the product [N+](=O)([O-])C1=CC=C(C=C1)OC(OCN1C(C=CC2=CC=C(C=C12)OCCCCN1CCN(CC1)C1=CC=CC=2SC=CC21)=O)=O (carbonic acid 7-[4-(4-benzo[b]thiophen-4-ylpiperazin-1-yl)butoxy]-2-oxo-2H-quinolin-1-ylmethyl ester 4-nitrophenyl ester). RXN SMILES: [S:1]1[CH:5]=[CH:4][C:3]2[C:6]([N:10]3[CH2:15][CH2:14][N:13]([CH2:16][CH2:17][CH2:18][CH2:19][O:20][C:21]4[CH:30]=[C:29]5[C:24]([CH:25]=[CH:26][C:27](=[O:31])[NH:28]5)=[CH:23][CH:22]=4)[CH2:12][CH2:11]3)=[CH:7][CH:8]=[CH:9][C:2]1=2.[H-].[Na+].[C:34](=[O:48])([O-:47])[O:35][C:36]1[CH:41]=[CH:40][C:39]([N+:42]([O-:44])=[O:43])=[CH:38][C:37]=1CCl.O.[CH2:50]1COCC1>>[N+:42]([C:39]1[CH:40]=[CH:41][C:36]([O:35][C:34](=[O:48])[O:47][CH2:50][N:28]2[C:29]3[C:24](=[CH:23][CH:22]=[C:21]([O:20][CH2:19][CH2:18][CH2:17][CH2:16][N:13]4[CH2:12][CH2:11][N:10]([C:6]5[C:3]6[CH:4]=[CH:5][S:1][C:2]=6[CH:9]=[CH:8][CH:7]=5)[CH2:15][CH2:14]4)[CH:30]=3)[CH:25]=[CH:26][C:27]2=[O:31])=[CH:37][CH:38]=1)([O-:44])=[O:43] |f:1.2|. Reported procedure: 7-[4-(4-Benzo[b]thiophen-4-ylpiperazin-1-yl)butoxy]-1H-quinolin-2-one (2.0 g) was suspended in anhydrous THF (40 ml) under a nitrogen atmosphere, and sodium hydride (about 55% oil) (0.22 g) was added. The mixture was refluxed for 30 min under a nitrogen atmosphere. The obtained solution was cooled to was cooled to −70° C., and a solution (20 ml) of chloromethyl-4-nitrophenyl carbonate (1.50 g) in anhydrous THF with cannula. The reaction mixture was stirred at room temperature for 3 hr. Water was... Starting materials: BrC1=C(C(=O)O)C=CC(=C1)F (2-bromo-4-fluorobenzoic acid), CSSC ((methyldithio)methane), Cl[Mg]C (chloro(methyl)magnesium), C(CCC)[Li] (n-butyllithium). Run in C1CCOC1 (THF), C1CCOC1 (THF). Reaction conditions: temperature -78 celsius, time 50 minute. The product is FC1=CC(=C(C(=O)O)C=C1)SC (4-fluoro-2-(methylthio)benzoic acid). RXN SMILES: Br[C:2]1[CH:10]=[C:9]([F:11])[CH:8]=[CH:7][C:3]=1[C:4]([OH:6])=[O:5].Cl[Mg]C.C([Li])CCC.[CH3:20][S:21]SC>C1COCC1>[F:11][C:9]1[CH:8]=[CH:7][C:3]([C:4]([OH:6])=[O:5])=[C:2]([S:21][CH3:20])[CH:10]=1. Procedure details: A solution of 2-bromo-4-fluorobenzoic acid (15 g, 68.5 mmol, Aldrich) in THF (150 mL) under Argon at 0 degrees C. was treated with chloro(methyl)magnesium (5.64 g, 75.34 mmol, 2.94 M in THF) over 5 minutes. The temperature during addition was maintained below 10 degrees C. The resulting solution was cooled to −78 degrees C. and n-butyllithium (9.65 g, 150.7 mmol, 2.5M in hexanes) was added over 10 minutes. The reaction was kept below −65 degrees C. during the addition. The reaction was stirred a...